This data is from the Open Reaction Database (ORD), a public repository of structured organic reaction records. The task is: describe an organic reaction: reactants, conditions, products, and yield Starting materials: COC(=O)CBr, CN(C)C=O, Cc1cc(-c2ccc(Cl)c(C(=O)NCC3(O)CCCCCC3)c2)n[nH]1. The product is COC(=O)Cn1nc(-c2ccc(Cl)c(C(=O)NCC3(O)CCCCCC3)c2)cc1C. Reaction SMILES: [CH3:26][O:27][C:28]([CH2:29][Br:30])=[O:31].[CH3:32][N:33]([CH3:34])[CH:35]=[O:36].[Cl:1][c:2]1[c:3]([C:4](=[O:5])[NH:6][CH2:7][C:8]2([OH:15])[CH2:9][CH2:10][CH2:11][CH2:12][CH2:13][CH2:14]2)[cH:16][c:17](-[c:20]2[n:21][nH:22][c:23]([CH3:25])[cH:24]2)[cH:18][cH:19]1>>[Cl:1][c:2]1[c:3]([C:4](=[O:5])[NH:6][CH2:7][C:8]2([OH:15])[CH2:9][CH2:10][CH2:11][CH2:12][CH2:13][CH2:14]2)[cH:16][c:17](-[c:20]2[n:21][n:22]([CH2:29][C:28]([O:27][CH3:26])=[O:31])[c:23]([CH3:25])[cH:24]2)[cH:18][cH:19]1. The product is C12(CC3CC(CC(C1)C3)C2)C(CN2CCN(CC2)C2=CC=C(C(=O)OCC)C=C2)=O (Ethyl 4-(4-{2-[adamantan-1-yl]-2-oxoethyl}piperazin-1-yl)benzoate). Reported procedure: Ethyl 4-(piperazin-1-yl)benzoate (100 mg), 1-admantyl bromomethyl ketone (110 mg) and sodium carbonate (46 mg) were suspended in anhydrous acetonitrile (2 mL). The reaction mixture was stirred at room temperature overnight. The reaction was quenched with saturated NaHCO3 aqueous solution, and extracted with ethyl acetate. The organic phase was washed with water, brine, dried over Na2SO4, filtered and concentrated to afford the title compound Reactants: N1(CCNCC1)C1=CC=C(C(=O)OCC)C=C1 (Ethyl 4-(piperazin-1-yl)benzoate), BrCC(=O)C12CC3CC(CC(C1)C3)C2 (1-admantyl bromomethyl ketone), C([O-])([O-])=O.[Na+].[Na+] (sodium carbonate). Run at time 8 hour. Solvent: C(C)#N (acetonitrile). Reaction SMILES: [N:1]1([C:7]2[CH:17]=[CH:16][C:10]([C:11]([O:13][CH2:14][CH3:15])=[O:12])=[CH:9][CH:8]=2)[CH2:6][CH2:5][NH:4][CH2:3][CH2:2]1.Br[CH2:19][C:20]([C:22]12[CH2:31][CH:26]3[CH2:27][CH:28]([CH2:30][CH:24]([CH2:25]3)[CH2:23]1)[CH2:29]2)=[O:21].C(=O)([O-])[O-].[Na+].[Na+]>C(#N)C>[C:22]12([C:20](=[O:21])[CH2:19][N:4]3[CH2:3][CH2:2][N:1]([C:7]4[CH:8]=[CH:9][C:10]([C:11]([O:13][CH2:14][CH3:15])=[O:12])=[CH:16][CH:17]=4)[CH2:6][CH2:5]3)[CH2:29][CH:28]3[CH2:27][CH:26]([CH2:25][CH:24]([CH2:30]3)[CH2:23]1)[CH2:31]2 |f:2.3.4|. Starting materials: CCOC(C)=O, CCO, N#CCc1ccccc1Cl, [Na]. Product: CC(=O)C(C#N)c1ccccc1Cl. RXN SMILES: [CH3:15][CH2:16][O:17][C:18](=[O:19])[CH3:20].[CH3:1][CH2:2][OH:3].[Cl:5][c:6]1[c:7]([CH2:12][C:13]#[N:14])[cH:8][cH:9][cH:10][cH:11]1.[Na:4]>>[CH3:1][C:2](=[O:3])[CH:12]([c:7]1[c:6]([Cl:5])[cH:11][cH:10][cH:9][cH:8]1)[C:13]#[N:14]. The reactants are C(#N)C1=CC=C(C(=O)NC2CN(CC2)C2CCCCC2)C=C1 (4-cyano-N-(1-cyclohexyl-3-pyrrolidinyl)benzamide), product, [H][H] (hydrogen), Cl (hydrochloric acid). Reagents/catalysts: [Pd] (palladium on charcoal). Solvent: C(C)O (ethanol). Yields the product NCC1=CC=C(C(=O)NC2CN(CC2)C2CCCCC2)C=C1 (4-Aminomethyl-N-(1-cyclohexyl-3-pyrrolidinyl)benzamide). RXN SMILES: [C:1]([C:3]1[CH:22]=[CH:21][C:6]([C:7]([NH:9][CH:10]2[CH2:14][CH2:13][N:12]([CH:15]3[CH2:20][CH2:19][CH2:18][CH2:17][CH2:16]3)[CH2:11]2)=[O:8])=[CH:5][CH:4]=1)#[N:2].Cl.[H][H]>[Pd].C(O)C>[NH2:2][CH2:1][C:3]1[CH:4]=[CH:5][C:6]([C:7]([NH:9][CH:10]2[CH2:14][CH2:13][N:12]([CH:15]3[CH2:20][CH2:19][CH2:18][CH2:17][CH2:16]3)[CH2:11]2)=[O:8])=[CH:21][CH:22]=1. Procedure details: A solution of 20 g. (0.067 mole) of 4-cyano-N-(1-cyclohexyl-3-pyrrolidinyl)benzamide in 400 ml. of 95% ethanol and 19.24 g. (0.202 mole) of concentrated hydrochloric acid containing 2.0 g. of palladium on charcoal (10%) was shaken at room temperature in three atmospheres of hydrogen for five hours. The filtered mixture was concentrated at reduced pressure and the residue was partitioned between dilute sodium hydroxide and chloroform. The dried chloroform solution was concentrated at reduced pres...